From a dataset of the Open Reaction Database (ORD), a public repository of structured organic reaction records. describe an organic reaction: reactants, conditions, products, and yield Reactants: CCCCCCCC(C)C(=O)c1ccc(O)cc1F, CCCCCCOc1ccc(C(=O)O)cc1F. Product: CCCCCCCC(C)C(=O)c1ccc(-c2c(C(=O)O)ccc(OCCCCCC)c2F)cc1F. RXN SMILES: [F:1][c:2]1[cH:3][c:4]([OH:19])[cH:5][cH:6][c:7]1[C:8]([CH:9]([CH2:10][CH2:11][CH2:12][CH2:13][CH2:14][CH2:15][CH3:16])[CH3:17])=[O:18].[F:20][c:21]1[cH:22][c:23]([C:24](=[O:25])[OH:26])[cH:27][cH:28][c:29]1[O:30][CH2:31][CH2:32][CH2:33][CH2:34][CH2:35][CH3:36]>>[F:1][c:2]1[cH:3][c:4](-[c:22]2[c:21]([F:20])[c:29]([O:30][CH2:31][CH2:32][CH2:33][CH2:34][CH2:35][CH3:36])[cH:28][cH:27][c:23]2[C:24](=[O:25])[OH:26])[cH:5][cH:6][c:7]1[C:8]([CH:9]([CH2:10][CH2:11][CH2:12][CH2:13][CH2:14][CH2:15][CH3:16])[CH3:17])=[O:18]. Starting materials: ClC1=NC(=CC=C1[N+](=O)[O-])OC (2-chloro-6-methoxy-3-nitropyridine), COC(C(CN)C)=O (methyl-3-amino-2-methylpropanoate), C([O-])([O-])=O.[K+].[K+] (potassium carbonate). Reaction conditions: temperature 50 celsius, time 12 hour. Product: COC(C(CNC1=NC(=CC=C1[N+](=O)[O-])OC)C)=O (methyl-3-((6-methoxy-3-nitropyridin-2-yl)amino)-2-methylpropanoate). The yield is 98.0%. Run in O1CCCC1 (tetrahydrofuran). Procedure details: To a solution of 2-chloro-6-methoxy-3-nitropyridine (3 g, 15.91 mmol) in tetrahydrofuran (20 mL) was added methyl-3-amino-2-methylpropanoate (2.05 g, 17.50 mmol) and potassium carbonate (4.40 g, 31.82 mmol). The mixture was stirred at 50° C. for 12 hours. The reaction mixture was concentrated in vacuo and washed with water (20 mL), extracted with acetic ester (20 mL×3). The combined organic phase was dried by anhydrous sodium sulphate, and then filtered. The filtrate was concentrated and purifie... RXN SMILES: Cl[C:2]1[C:7]([N+:8]([O-:10])=[O:9])=[CH:6][CH:5]=[C:4]([O:11][CH3:12])[N:3]=1.[CH3:13][O:14][C:15](=[O:20])[CH:16]([CH3:19])[CH2:17][NH2:18].C(=O)([O-])[O-].[K+].[K+]>O1CCCC1>[CH3:13][O:14][C:15](=[O:20])[CH:16]([CH3:19])[CH2:17][NH:18][C:2]1[C:7]([N+:8]([O-:10])=[O:9])=[CH:6][CH:5]=[C:4]([O:11][CH3:12])[N:3]=1 |f:2.3.4|. Starting materials: C(C)(=O)OCC (ethyl acetate), C1(CCCCC1)P(C1=C(C=CC=C1)C1=C(C=CC=C1OC)OC)C1CCCCC1 (2-dicyclohexylphosphino-2′,6′-dimethoxybiphenyl), C(C1=CC=CC=C1)OC(=O)C=1N(N=NC1C1=CC=C(C=C1)Br)C (5-(4-bromophenyl)-3-methyl-3H-[1,2,3]triazole-4-carboxylic acid benzyl ester). The reagents and catalysts are C(C)(=O)[O-].[Pd+2].C(C)(=O)[O-] (palladium(II) acetate), [Zn] (zinc). Run in [Cl-].[NH4+] (ammonium chloride), C1CCOC1 (THF). Run at temperature 60 celsius, time 5 hour. The product is C(C1=CC=CC=C1)OC(=O)C=1N(N=NC1C1=CC=C(C=C1)C1CCC(CC1)CC(=O)OCC)C (5-[4-(4-ethoxycarbonylmethyl-cyclohexyl)-phenyl]-3-methyl-3H-[1,2,3]triazole-4-carboxylic acid benzyl ester). Yield: 37.0%. RXN SMILES: C1(P(C2CCCCC2)[C:8]2[CH:13]=[CH:12][CH:11]=[CH:10][C:9]=2[C:14]2[C:19](OC)=[CH:18][CH:17]=[CH:16][C:15]=2OC)CCCCC1.[CH2:30]([O:37][C:38]([C:40]1[N:41]([CH3:52])[N:42]=[N:43][C:44]=1C1C=CC(Br)=CC=1)=[O:39])[C:31]1[CH:36]=[CH:35][CH:34]=[CH:33][CH:32]=1.[C:53]([O:56][CH2:57][CH3:58])(=[O:55])[CH3:54]>C1COCC1.[Cl-].[NH4+].C([O-])(=O)C.[Pd+2].C([O-])(=O)C.[Zn]>[CH2:30]([O:37][C:38]([C:40]1[N:41]([CH3:52])[N:42]=[N:43][C:44]=1[C:17]1[CH:16]=[CH:15][C:14]([CH:9]2[CH2:8][CH2:13][CH:12]([CH2:54][C:53]([O:56][CH2:57][CH3:58])=[O:55])[CH2:11][CH2:10]2)=[CH:19][CH:18]=1)=[O:39])[C:31]1[CH:32]=[CH:33][CH:34]=[CH:35][CH:36]=1 |f:4.5,6.7.8|. Procedure: In another 2-neck 25 mL RB flask, palladium(II) acetate (18.1 mg, 0.081 mmol) and 2-dicyclohexylphosphino-2′,6′-dimethoxybiphenyl (66.2 mg, 0.162 mmol) were charged and the flask was purged with nitrogen gas. Then, THF (1 mL) was added and the resulting light brown suspension was stirred for 5 min before the addition of a solution of 5-(4-bromophenyl)-3-methyl-3H-[1,2,3]triazole-4-carboxylic acid benzyl ester (120 mg, 0.322 mmol) in THF (3 mL) at room temperature under nitrogen atmosphere. Then,... The reactants are Cl (hydrochloric acid), C(C)OC(=O)[C@H]1CN(CCC1)CCOCC=C1C2=C(CCC3=C1C=CC=C3)C=CC=C2 ((R)-N-(2-(2-(10,11-dihydro-5H-dibenzo[a,d]cyclohepten-5-ylidene)ethoxy)ethyl)-3-piperidinecarboxylic acid ethyl ester), ClCCl (Dichloromethane), [OH-].[Na+] (sodium hydroxide). The solvent is C(C)O (ethanol). Run at time 5 hour. Yields the product Cl.C1=CC=CC=2C(C3=C(CCC21)C=CC=C3)=CCOCCN3C[C@@H](CCC3)C(=O)O ((R)-N-(2-(2-(10,11-Dihydro-5H-dibenzo[a,d]cyclohepten-5-ylidene)ethoxy)ethyl)-3-piperidinecarboxylic acid hydrochloride). Reaction SMILES: C([O:3][C:4]([C@@H:6]1[CH2:11][CH2:10][CH2:9][N:8]([CH2:12][CH2:13][O:14][CH2:15][CH:16]=[C:17]2[C:23]3[CH:24]=[CH:25][CH:26]=[CH:27][C:22]=3[CH2:21][CH2:20][C:19]3[CH:28]=[CH:29][CH:30]=[CH:31][C:18]2=3)[CH2:7]1)=[O:5])C.[OH-].[Na+].[Cl:34]CCl.Cl>C(O)C>[ClH:34].[CH:28]1[C:19]2[CH2:20][CH2:21][C:22]3[CH:27]=[CH:26][CH:25]=[CH:24][C:23]=3[C:17](=[CH:16][CH2:15][O:14][CH2:13][CH2:12][N:8]3[CH2:9][CH2:10][CH2:11][C@@H:6]([C:4]([OH:5])=[O:3])[CH2:7]3)[C:18]=2[CH:31]=[CH:30][CH:29]=1 |f:1.2,6.7|. Procedure details: The above ester (1.7 g, 4.1 mmol) was dissolved in ethanol (15 ml) and a 4 N sodium hydroxide solution (3.5 ml) was added. The mixture was stirred vigorously at room temperature for 5 h. Dichloromethane (300 ml) was added followed by a 4 N hydrochloric acid solution until pH 1. The mixture was stirred vigorously for a few minutes and the phases were separated. The organic phase was dried over sodium sulphate and the solvent was evaporated in vacuo. The residue was re-evaporated twice with aceton... Reactants: [Br-], C1CCOC1, Cn1ncc([N+](=O)[O-])c1N1CCC(NC(=O)OC(C)(C)C)CC(=O)C1, CC(C)(C)[O-], C[P+](c1ccccc1)(c1ccccc1)c1ccccc1, Cc1ccccc1, [K+]. Yields the product C=C1CC(NC(=O)OC(C)(C)C)CCN(c2c([N+](=O)[O-])cnn2C)C1. Reaction SMILES: [Br-:37].[CH2:7]1[O:8][CH2:9][CH2:10][CH2:11]1.[CH3:12][n:13]1[n:14][cH:15][c:16]([N+:34](=[O:35])[O-:36])[c:17]1[N:18]1[CH2:19][CH2:20][CH:21]([NH:26][C:27]([O:28][C:29]([CH3:30])([CH3:31])[CH3:32])=[O:33])[CH2:22][C:23](=[O:25])[CH2:24]1.[CH3:1][C:2]([CH3:3])([O-:4])[CH3:5].[CH3:38][P+:39]([c:40]1[cH:41][cH:42][cH:43][cH:44][cH:45]1)([c:46]1[cH:47][cH:48][cH:49][cH:50][cH:51]1)[c:52]1[cH:53][cH:54][cH:55][cH:56][cH:57]1.[CH3:58][c:59]1[cH:60][cH:61][cH:62][cH:63][cH:64]1.[K+:6]>>[CH2:1]=[C:23]1[CH2:22][CH:21]([NH:26][C:27]([O:28][C:29]([CH3:30])([CH3:31])[CH3:32])=[O:33])[CH2:20][CH2:19][N:18]([c:17]2[n:13]([CH3:12])[n:14][cH:15][c:16]2[N+:34](=[O:35])[O-:36])[CH2:24]1. RXN SMILES: [NH:1]=[C:2]1[N:6]([CH2:7][CH2:8]O)[C:5]2[CH:10]=[CH:11][CH:12]=[CH:13][C:4]=2[N:3]1[C:14]1[CH:19]=[CH:18][CH:17]=[CH:16][CH:15]=1.[BrH:20].S(Cl)(Cl)=O>C(Cl)(Cl)Cl.C(O)(C)C>[C:14]1([N:3]2[C:4]3[CH:13]=[CH:12][CH:11]=[CH:10][C:5]=3[N:6]3[CH2:7][CH2:8][N:1]=[C:2]23)[CH:19]=[CH:18][CH:17]=[CH:16][CH:15]=1.[BrH:20]. The solvent is C(Cl)(Cl)Cl (chloroform), C(C)(C)O (isopropanol). Reactants: S(=O)(Cl)Cl (thionyl chloride), Br (hydrobromic acid), N=C1N(C2=C(N1CCO)C=CC=C2)C2=CC=CC=C2 (2,3-dihydro-2-imino-3-phenyl-1H-benzimidazole-1-ethanol), Br (hydrobromide). Procedure: A solution of 2,3-dihydro-2-imino-3-phenyl-1H-benzimidazole-1-ethanol [prepared by basification of the hydrobromide (2.23 g.)]and thionyl chloride (1.5 ml.) in chloroform (20 ml.) was heated under reflux for 2 hours. After removal of the solvent the oily residue was dissolved in ethanol (50 ml.), 10N aqueous sodium hydroxide solution (2ml.) added and the solution heated under reflux for 5 hours. After removal of the ethanol the residue was taken up in chloroform, washed twice with water and drie... Yields the product C1(=CC=CC=C1)N1C=2N(C3=C1C=CC=C3)CCN2 (2,9-Dihydro-9-phenyl-3H-imidazo[1,2-a]benzimidazole), Br (hydrobromide). Reactants: FS(C1=CC=C(C(=S)N)C=C1)(F)(F)(F)F (4-Pentafluorosulfanyl-thiobenzamide), COC(CC(C(C)Br)=O)=O (4-bromo-3-oxo-pentanoic acid methyl ester), C(C)OC(C)=O (ethylacetate). The solvent is CC(=O)C (acetone). The product is C(C)OC(CC=1N=C(SC1C)C1=CC=C(C=C1)S(F)(F)(F)(F)F)=O ([5-Methyl-2-(4-pentafluorosulfanyl-phenyl)-thiazol-4-yl]-acetic acid ethyl ester). Reaction SMILES: [F:1][S:2]([F:15])([F:14])([F:13])([F:12])[C:3]1[CH:11]=[CH:10][C:6]([C:7]([NH2:9])=[S:8])=[CH:5][CH:4]=1.[CH3:16][O:17][C:18](=[O:25])[CH2:19][C:20](=O)[CH:21](Br)[CH3:22].[CH2:26](OC(=O)C)C>CC(C)=O>[CH2:16]([O:17][C:18](=[O:25])[CH2:19][C:20]1[N:9]=[C:7]([C:6]2[CH:5]=[CH:4][C:3]([S:2]([F:12])([F:13])([F:14])([F:15])[F:1])=[CH:11][CH:10]=2)[S:8][C:21]=1[CH3:22])[CH3:26]. Procedure details: 0 g 4-Pentafluorosulfanyl-thiobenzamide and 9.93 g 4-bromo-3-oxo-pentanoic acid methyl ester were dissolved in 30 ml acetone and refluxed for one hour. The cooled reaction mixture was diluted by adding 250 ml ethylacetate and washed three times with saturated NaHCO3 solution. The organic layer was dried over MgSO4 and the solvent was removed in vacuo. The residue was purified by flash chromatography with the eluent n-heptane:ethyl acetate=5:1 to provide 4.5 g [5-Methyl-2-(4-pentafluorosulfanyl-p...